Dataset: the Open Reaction Database (ORD), a public repository of structured organic reaction records. Task: describe an organic reaction: reactants, conditions, products, and yield Reactants: FC(CNC(=O)C1(C2=CC=CC=C2OC=2C=CC=CC12)CCCCBr)(F)F (9-(4-bromo-butyl)-9H-xanthene-9-carboxylic acid-(2,2,2-trifluoro-ethyl)-amide), N1(CCNCCC1)C=1SC2=C(N1)C=CC=C2 (2-[1.4]diazepan-1-yl-benzothiazole). Yields the product FC(CNC(=O)C1(C2=CC=CC=C2OC=2C=CC=CC12)CCCCN1CCN(CCC1)C=1SC2=C(N1)C=CC=C2)(F)F (9-[4-(4-benzothiazol-2-yl-[1.4]diazepan-1-yl)-butyl]-9H-xanthene-9-carboxylic acid-(2,2,2-trifluoro-ethyl)-amide). RXN SMILES: [F:1][C:2]([F:27])([F:26])[CH2:3][NH:4][C:5]([C:7]1([CH2:21][CH2:22][CH2:23][CH2:24]Br)[C:20]2[CH:19]=[CH:18][CH:17]=[CH:16][C:15]=2[O:14][C:13]2[C:8]1=[CH:9][CH:10]=[CH:11][CH:12]=2)=[O:6].[N:28]1([C:35]2[S:36][C:37]3[CH:43]=[CH:42][CH:41]=[CH:40][C:38]=3[N:39]=2)[CH2:34][CH2:33][CH2:32][NH:31][CH2:30][CH2:29]1>>[F:1][C:2]([F:27])([F:26])[CH2:3][NH:4][C:5]([C:7]1([CH2:21][CH2:22][CH2:23][CH2:24][N:31]2[CH2:32][CH2:33][CH2:34][N:28]([C:35]3[S:36][C:37]4[CH:43]=[CH:42][CH:41]=[CH:40][C:38]=4[N:39]=3)[CH2:29][CH2:30]2)[C:20]2[CH:19]=[CH:18][CH:17]=[CH:16][C:15]=2[O:14][C:13]2[C:8]1=[CH:9][CH:10]=[CH:11][CH:12]=2)=[O:6]. Procedure: Prepared analogously to Example 1 from 9-(4-bromo-butyl)-9H-xanthene-9-carboxylic acid-(2,2,2-trifluoro-ethyl)-amide and 2-[1.4]diazepan-1-yl-benzothiazole. Starting materials: Cl.Cl.Cl.S1C=CC=2C(=NC=CC21)N2CCN(CC2)CC[C@@H]2CC[C@H](CC2)N (trans-4-[2-(4-thieno[3,2-c]pyridin-4-yl-piperazin-1-yl)-ethyl]-cyclohexylamine trihydrochloride), Cl.Cl.Cl.S1C=CC=2C(=NC=CC21)N2CCN(CC2)CC[C@@H]2CC[C@H](CC2)N (trans-4-[2-(4-thieno[3,2-c]pyridin-4-yl-piperazin-1-yl)-ethyl]-cyclohexylamine trihydrochloride), COC(C[C@@H]1CC[C@H](CC1)O)=O (trans-(4-hydroxy-cyclohexyl)-acetic acid methyl ester). RXN SMILES: Cl.Cl.Cl.[S:4]1[C:12]2[CH:11]=[CH:10][N:9]=[C:8]([N:13]3[CH2:18][CH2:17][N:16]([CH2:19][CH2:20][C@H:21]4[CH2:26][CH2:25][C@H:24]([NH2:27])[CH2:23][CH2:22]4)[CH2:15][CH2:14]3)[C:7]=2[CH:6]=[CH:5]1.C[O:29][C:30](=O)[CH2:31][C@H:32]1[CH2:37][CH2:36][C@H:35]([OH:38])[CH2:34][CH2:33]1>>[OH:38][C@H:35]1[CH2:36][CH2:37][C@H:32]([CH2:31][C:30]([NH:27][C@H:24]2[CH2:25][CH2:26][C@H:21]([CH2:20][CH2:19][N:16]3[CH2:17][CH2:18][N:13]([C:8]4[C:7]5[CH:6]=[CH:5][S:4][C:12]=5[CH:11]=[CH:10][N:9]=4)[CH2:14][CH2:15]3)[CH2:22][CH2:23]2)=[O:29])[CH2:33][CH2:34]1 |f:0.1.2.3|. Product: O[C@@H]1CC[C@H](CC1)CC(=O)N[C@@H]1CC[C@H](CC1)CCN1CCN(CC1)C1=NC=CC2=C1C=CS2 (2-(trans-4-Hydroxy-cyclohexyl)-N-{trans-4-[2-(4-thieno[3,2-c]pyridin-4-yl-piperazin-1-yl)-ethyl]-cyclohexyl}-acetamide). Reported procedure: The title compound was prepared in analogy to example 2 starting from trans-4-[2-(4-thieno[3,2-c]pyridin-4-yl-piperazin-1-yl)-ethyl]-cyclohexylamine trihydrochloride (intermediate B) (1150 mg, 0.33 mmol) and trans-(4-hydroxy-cyclohexyl)-acetic acid methyl ester [CAS-Nr. 1124174-16-8, WO 2010/031735] (68 mg, 0.39 mmol). Purification by flash chromatography on silica gel (CH2Cl2/MeOH 95:5). White crystals (83 mg, 52%), MS (ISP) m/z=485.4 [(M+H)+]. Starting materials: ( d ), Cl (HCl), ArH, ArH, C(C1=CC=CC=C1)Br (benzyl bromide), [NH4+].[Cl-] (NH4Cl), CC=1C(=CC=2C(CCC(C2C1)(C)C)(C)C)C(=O)C1=CC=C(C(O)=NO)C=C1 (4-[(3,5,5,8,8-pentamethyl-5,6,7,8-tetrahydro-2-naphthyl)carbonyl]benzoic acid oxime), [H-].[Na+] (NaH), ArH, ArH. Solvent: C1CCOC1 (THF), CN1CCCN(C1=O)C (DMPU), C1CCOC1 (THF). Run at time 30 minute. Product: C(C1=CC=CC=C1)ON=C(C1=CC=CC=C1)O (benzoic acid O-benzyloxime). Yield: 251.0%. Reaction SMILES: CC1C(C([C:18]2[CH:27]=[CH:26][C:21]([C:22](=[N:24][OH:25])[OH:23])=[CH:20][CH:19]=2)=O)=CC2C(C)(C)CCC(C)(C)C=2C=1.[H-].[Na+].[CH2:30](Br)[C:31]1[CH:36]=[CH:35][CH:34]=[CH:33][CH:32]=1.[NH4+].[Cl-].Cl>C1COCC1.CN1C(=O)N(C)CCC1>[CH2:30]([O:25][N:24]=[C:22]([OH:23])[C:21]1[CH:20]=[CH:19][CH:18]=[CH:27][CH:26]=1)[C:31]1[CH:36]=[CH:35][CH:34]=[CH:33][CH:32]=1 |f:1.2,4.5|. Procedure: 4-[(3,5,5,8,8-Pentamethyl-5,6,7,8-tetrahydro-2-naphthyl)carbonyl]benzoic acid (4.41 g, 12.6 mmol) in EtOH (10 mL) and pyridine (15.3 mL) was treated with hydroxylamine hydrochloride (4.38 g, 63 mmol), and the mixture was heated at reflux. After 6 h, the mixture was cooled to room temperature and the ethanol was removed in vacuo. The residue was taken-up in water and the aqueous layer was adjusted to pH=4.5 with 1 M aqueous HCl. The aqueous solution was extracted with EtOAc, 3×. The organic layer... Starting materials: [Li]CCCC, C1CCOC1, CCCCCC, COc1cncc(OC)c1, CCOC(=O)CP(=O)(OCC)OCC, [H-], [Na+], CN(C)C=O. Product: CCOC(=O)C=Cc1c(OC)cncc1OC. Reaction SMILES: [CH2:11]([Li:12])[CH2:13][CH2:14][CH3:15].[CH2:43]1[O:44][CH2:45][CH2:46][CH2:47]1.[CH3:16][CH2:17][CH2:18][CH2:19][CH2:20][CH3:21].[CH3:1][O:2][c:3]1[cH:4][n:5][cH:6][c:7]([O:9][CH3:10])[cH:8]1.[CH3:27][CH2:28][O:29][C:30](=[O:31])[CH2:32][P:33]([O:34][CH2:35][CH3:36])([O:37][CH2:38][CH3:39])=[O:40].[H-:41].[Na+:42].[O:22]=[CH:23][N:24]([CH3:25])[CH3:26]>>[CH3:1][O:2][c:3]1[cH:4][n:5][cH:6][c:7]([O:9][CH3:10])[c:8]1[CH:11]=[CH:32][C:30]([O:29][CH2:28][CH3:27])=[O:31]. Starting materials: C(C)(C)(C)[C@@H]1O[C@@](C(O1)=O)(C1=CC=CC=C1)[C@H]1CC(CC1)=O ((2R,5R)-2-(t-butyl)-5-((1R)-3-oxocyclopentyl)-5-phenyl-1,3-dioxolan-4-one), [BH4-].[Na+] (sodium borohydride). Solvent: CO (methanol), C(C)OCC (diethyl ether). Run at time 30 minute. The product is C(C)(C)(C)[C@@H]1O[C@@](C(O1)=O)(C1=CC=CC=C1)[C@H]1CC(CC1)O ((2R,5R)-2-(t-butyl)-5-((1R)-3-hydroxycyclopentyl)-5-phenyl-1,3-dioxolan-4-one). The yield is 92.3%. RXN SMILES: [C:1]([C@H:5]1[O:9][C:8](=[O:10])[C@@:7]([C@@H:17]2[CH2:21][CH2:20][C:19](=[O:22])[CH2:18]2)([C:11]2[CH:16]=[CH:15][CH:14]=[CH:13][CH:12]=2)[O:6]1)([CH3:4])([CH3:3])[CH3:2].[BH4-].[Na+]>CO.C(OCC)C>[C:1]([C@H:5]1[O:9][C:8](=[O:10])[C@@:7]([C@@H:17]2[CH2:21][CH2:20][CH:19]([OH:22])[CH2:18]2)([C:11]2[CH:16]=[CH:15][CH:14]=[CH:13][CH:12]=2)[O:6]1)([CH3:4])([CH3:2])[CH3:3] |f:1.2|. Reported procedure: To a solution of 169 mg of the (2R,5R)-2-(t-butyl)-5-((1R)-3-oxocyclopentyl)-5-phenyl-1,3-dioxolan-4-one, as obtained in Step 1 of Referential Example 1, in 2 ml of methanol, 71 mg of sodium borohydride was added under cooling with ice, followed by 30 minutes' stirring at the same temperature. The reaction liquid was diluted with diethyl ether, washed with water and with saturated brine, and dried over anhydrous magnesium sulfate. Distilling the solvent off under reduced pressure, 157 mg of the ... The reactants are BrCCCCC1CCCCCC1, O=C([O-])[O-], CN(C)P(=O)(N(C)C)N(C)C, [K+], [K+], CCOC(=O)C=Cc1ccc(N)cc1, O. The product is CCOC(=O)C=Cc1ccc(NCCCCC2CCCCCC2)cc1. As a reaction SMILES: [Br:15][CH2:16][CH2:17][CH2:18][CH2:19][CH:20]1[CH2:21][CH2:22][CH2:23][CH2:24][CH2:25][CH2:26]1.[C:27](=[O:28])([O-:29])[O-:30].[CH3:33][N:34]([P:35]([N:36]([CH3:37])[CH3:38])([N:39]([CH3:40])[CH3:41])=[O:42])[CH3:43].[K+:31].[K+:32].[NH2:1][c:2]1[cH:3][cH:4][c:5]([CH:6]=[CH:7][C:8](=[O:9])[O:10][CH2:11][CH3:12])[cH:13][cH:14]1.[OH2:44]>>[NH:1]([c:2]1[cH:3][cH:4][c:5]([CH:6]=[CH:7][C:8](=[O:9])[O:10][CH2:11][CH3:12])[cH:13][cH:14]1)[CH2:16][CH2:17][CH2:18][CH2:19][CH:20]1[CH2:21][CH2:22][CH2:23][CH2:24][CH2:25][CH2:26]1.